Dataset: the Open Reaction Database (ORD), a public repository of structured organic reaction records. Task: describe an organic reaction: reactants, conditions, products, and yield The reactants are O (water), C([O-])([O-])=O.[K+].[K+] (potassium carbonate), BrC1(CC=CC=C1)CCC (1-bromophenylpropane), Cl.COC=1C=C2C(=CC=NC2=CC1)CCC[C@H]1[C@H](CNCC1)C(=O)O ((3R,4R)-4-[3-(6-methoxyquinolin-4-yl)propyl]piperidine-3-carboxylic acid hydrochloride). Solvent: CN(C=O)C (dimethylformamide). Run at time 17 hour. The product is COC=1C=C2C(=CC=NC2=CC1)CCC[C@H]1[C@H](CN(CC1)CCCC1=CC=CC=C1)C(=O)OCCCC1=CC=CC=C1 (3-phenylpropyl (3R,4R)-4-[3-(6-methoxyquinolin-4-yl)propyl]-1-(3-phenylpropyl)piperidine-3-carboxylate). Reaction SMILES: C(=O)([O-])[O-].[K+].[K+].Br[C:8]1([CH2:14][CH2:15][CH3:16])[CH:13]=[CH:12][CH:11]=[CH:10][CH2:9]1.Cl.[CH3:18][O:19][C:20]1[CH:21]=[C:22]2[C:27](=[CH:28][CH:29]=1)[N:26]=[CH:25][CH:24]=[C:23]2[CH2:30][CH2:31][CH2:32][C@@H:33]1[CH2:38][CH2:37][NH:36][CH2:35][C@@H:34]1[C:39]([OH:41])=[O:40].O>CN(C)C=O>[CH3:18][O:19][C:20]1[CH:21]=[C:22]2[C:27](=[CH:28][CH:29]=1)[N:26]=[CH:25][CH:24]=[C:23]2[CH2:30][CH2:31][CH2:32][C@@H:33]1[CH2:38][CH2:37][N:36]([CH2:16][CH2:15][CH2:14][C:8]2[CH:13]=[CH:12][CH:11]=[CH:10][CH:9]=2)[CH2:35][C@@H:34]1[C:39]([O:41][CH2:16][CH2:15][CH2:14][C:8]1[CH:13]=[CH:12][CH:11]=[CH:10][CH:9]=1)=[O:40] |f:0.1.2,4.5|. Reported procedure: 1.75 g of potassium carbonate and then 1.15 cm3 of 1-bromophenylpropane were added with stirring, at a temperature in the region of 25° C., to a solution of 0.91 g of (3R,4R)-4-[3-(6-methoxyquinolin-4-yl)propyl]piperidine-3-carboxylic acid hydrochloride in 20 cm3 of anhydrous dimethylformamide. The suspension was brought to a temperature in the region of 60° C. for 17 hours. After cooling, the mixture was poured onto 200 cm3 of water and extracted with 3 times 30 cm3 of ether. The combined ether... The reactants are Clc1nc(N2CC3CCC(C2)O3)c2cnn(C3CCN(Cc4ccccc4)CC3)c2n1, CS(C)=O, Nc1ccc(O)cc1, OCCO. Yields the product Oc1ccc(Nc2nc(N3CC4CCC(C3)O4)c3cnn(C4CCN(Cc5ccccc5)CC4)c3n2)cc1. As a reaction SMILES: [CH2:1]([c:2]1[cH:3][cH:4][cH:5][cH:6][cH:7]1)[N:8]1[CH2:9][CH2:10][CH:11]([n:14]2[n:15][cH:16][c:17]3[c:18]2[n:19][c:20]([Cl:31])[n:21][c:22]3[N:23]2[CH2:24][CH:25]3[CH2:26][CH2:27][CH:28]([CH2:29]2)[O:30]3)[CH2:12][CH2:13]1.[CH3:44][S:45]([CH3:46])=[O:47].[NH2:32][c:33]1[cH:34][cH:35][c:36]([OH:37])[cH:38][cH:39]1.[OH:40][CH2:41][CH2:42][OH:43]>>[CH2:1]([c:2]1[cH:3][cH:4][cH:5][cH:6][cH:7]1)[N:8]1[CH2:9][CH2:10][CH:11]([n:14]2[n:15][cH:16][c:17]3[c:18]2[n:19][c:20]([NH:32][c:33]2[cH:34][cH:35][c:36]([OH:37])[cH:38][cH:39]2)[n:21][c:22]3[N:23]2[CH2:24][CH:25]3[CH2:26][CH2:27][CH:28]([CH2:29]2)[O:30]3)[CH2:12][CH2:13]1. Reactants: NC=1SC=C(N1)C(C(=O)OCC)=NOCC (Ethyl 2-(2-amino-4-thiazolyl)-2-ethoxyiminoacetate), [OH-].[Na+] (sodium hydroxide). The solvent is C(C)O (ethanol). Run at time 5 hour. Product: NC=1SC=C(N1)C(C(=O)O)=NOCC (2-(2-amino-4-thiazolyl)-2-ethoxyiminoacetic acid). Yield: 65.6%. RXN SMILES: [NH2:1][C:2]1[S:3][CH:4]=[C:5]([C:7](=[N:13][O:14][CH2:15][CH3:16])[C:8]([O:10]CC)=[O:9])[N:6]=1.[OH-].[Na+]>C(O)C>[NH2:1][C:2]1[S:3][CH:4]=[C:5]([C:7](=[N:13][O:14][CH2:15][CH3:16])[C:8]([OH:10])=[O:9])[N:6]=1 |f:1.2|. Reported procedure: I.R.νmaxNujol : 3450, 3275, 3125, 1715, 1620 cm-1. (3) Ethyl 2-(2-amino-4-thiazolyl)-2-ethoxyiminoacetate (syn isomer, 5 g.) was added to a mixture of 1N sodium hydroxide (45.9 ml.) and ethanol (30 ml.) and stirred at room temperature for 5 hours. After removing ethanol from the resultant solution under reduced pressure, the residue was dissolved in water (60 ml.) and adjusted to pH 2.0 with 10% hydrochloric acid. The solution was subjected to salting-out, and the precipitates were collected by ... Reactants: C1(=CC=CC=C1)P(C1=C(C2=CC=CC=C2C=C1)C1=C(C=CC2=CC=CC=C12)P(C1=CC=CC=C1)C1=CC=CC=C1)C1=CC=CC=C1 ((±)-2,2′-bis-diphenylphosphanyl-[1,1′]binaphthalenyl), C([O-])([O-])=O.[Cs+].[Cs+] (cesium carbonate), Cl.COC(CCC1CCNCC1)=O (3-piperidin-4-yl-propionic acid methyl ester hydrochloride), BrC1=CC=C(C=C1)Cl (1-bromo-4-chloro-benzene), C1(=CC=CC=C1)P(C1=C(C2=CC=CC=C2C=C1)C1=C(C=CC2=CC=CC=C12)P(C1=CC=CC=C1)C1=CC=CC=C1)C1=CC=CC=C1 ((±)-2,2′-bis-diphenylphosphanyl-[1,1′]binaphthalenyl), C([O-])([O-])=O.[Cs+].[Cs+] (cesium carbonate). Reagents/catalysts: C(C)(=O)[O-].[Pd+2].C(C)(=O)[O-] (palladium (II) acetate), C(C)(=O)[O-].[Pd+2].C(C)(=O)[O-] (palladium (II) acetate). The solvent is C(C)(=O)OCC (ethyl acetate), O1CCOCC1 (dioxane), O1CCOCC1 (dioxane). Run at time 25 minute. Yields the product COC(CCC1CCN(CC1)C1=CC=C(C=C1)Cl)=O (3-[1-(4-chloro-phenyl)-piperidin-4-yl]-propionic acid methyl ester). Yield: 61.0%. Reaction SMILES: C1(P(C2C=CC=CC=2)C2C=CC3C(=CC=CC=3)C=2C2C3C(=CC=CC=3)C=CC=2P(C2C=CC=CC=2)C2C=CC=CC=2)C=CC=CC=1.C(=O)([O-])[O-].[Cs+].[Cs+].Cl.[CH3:54][O:55][C:56](=[O:65])[CH2:57][CH2:58][CH:59]1[CH2:64][CH2:63][NH:62][CH2:61][CH2:60]1.Br[C:67]1[CH:72]=[CH:71][C:70]([Cl:73])=[CH:69][CH:68]=1>O1CCOCC1.C(OCC)(=O)C.C([O-])(=O)C.[Pd+2].C([O-])(=O)C>[CH3:54][O:55][C:56](=[O:65])[CH2:57][CH2:58][CH:59]1[CH2:64][CH2:63][N:62]([C:67]2[CH:72]=[CH:71][C:70]([Cl:73])=[CH:69][CH:68]=2)[CH2:61][CH2:60]1 |f:1.2.3,4.5,9.10.11|. Procedure: A mixture of palladium (II) acetate (63 mg; 0.28 mmol), (±)-2,2′-bis-diphenylphosphanyl-[1,1′]binaphthalenyl (258 mg; 0.41 mmol) and cesium carbonate (1.30 g; 4.00 mmol) in dioxane (3 mL) is placed in an ultrasonic bath for 25 minutes. 3-Piperidin-4-yl-propionic acid methyl ester hydrochloride (415 mg; 2.0 mmol, prepared in accordance with Example 138) and 1-bromo-4-chloro-benzene (383 mg; 2.00 mmol) are then added and the reaction mixture is stirred for 2 hours under reflux. New catalyst soluti...